Task: describe an organic reaction: reactants, conditions, products, and yield. Dataset: the Open Reaction Database (ORD), a public repository of structured organic reaction records Reactants: N[C@@H](CO)CCCC ((R)-(−)-2-aminohexanol), CC=1N=C2N(C=C(C=C2OCCC(C)C)C)C1C(=O)O (2,6-dimethyl-8-(3-methylbutoxy)imidazo[1,2-a]pyridine-3-carboxylic acid), CN(C)C(=[N+](C)C)ON1C2=C(C=CC=C2)N=N1.[B-](F)(F)(F)F (TBTU), CN1CCOCC1 (4-methylmorpholine). Solvent: CN(C)C=O (DMF), O.C(=O)(C(F)(F)F)O (water TFA). Run at time 8 hour. The product is OC[C@@H](CCCC)NC(=O)C1=C(N=C2N1C=C(C=C2OCCC(C)C)C)C (N-[(2R)-1-Hydroxyhexan-2-yl]-2,6-dimethyl-8-(3-methylbutoxy)imidazo[1,2-a]pyridine-3-carboxamide). Reaction SMILES: [CH3:1][C:2]1[N:3]=[C:4]2[C:9]([O:10][CH2:11][CH2:12][CH:13]([CH3:15])[CH3:14])=[CH:8][C:7]([CH3:16])=[CH:6][N:5]2[C:17]=1[C:18]([OH:20])=O.CN(C(ON1N=NC2C=CC=CC1=2)=[N+](C)C)C.[B-](F)(F)(F)F.CN1CCOCC1.[NH2:50][C@H:51]([CH2:54][CH2:55][CH2:56][CH3:57])[CH2:52][OH:53]>CN(C=O)C.O.C(O)(C(F)(F)F)=O>[OH:53][CH2:52][C@H:51]([NH:50][C:18]([C:17]1[N:5]2[CH:6]=[C:7]([CH3:16])[CH:8]=[C:9]([O:10][CH2:11][CH2:12][CH:13]([CH3:14])[CH3:15])[C:4]2=[N:3][C:2]=1[CH3:1])=[O:20])[CH2:54][CH2:55][CH2:56][CH3:57] |f:1.2,6.7|. Reported procedure: 75 mg (0.27 mmol) of 2,6-dimethyl-8-(3-methylbutoxy)imidazo[1,2-a]pyridine-3-carboxylic acid Example 89A, 96 mg (0.30 mmol) of TBTU and 110 mg (1.09 mmol) of 4-methylmorpholine were initially charged in 1.73 ml of DMF. 35 mg (0.30 mmol) of (R)-(−)-2-aminohexanol were then added, and the mixture was stirred at room temperature overnight. The reaction solution was diluted with water/TFA and purified by preparative HPLC (RP18 column, mobile phase: acetonitrile/water gradient with addition of 0.1% T... The reactants are CC(C)CC(NC(=O)OC(C)(C)C)C(=O)O, CCN=C=NCCCN(C)C, Cl, NC1Cc2cccc(N3CCCC3=O)c2N(Cc2ccsc2)C1=O, O, On1nnc2ccccc21. Product: CC(C)CC(NC(=O)OC(C)(C)C)C(=O)NC1Cc2cccc(N3CCCC3=O)c2N(Cc2ccsc2)C1=O. As a reaction SMILES: [C:26]([CH3:27])([CH3:28])([CH3:29])[O:30][C:31](=[O:32])[NH:33][CH:34]([CH2:35][CH:36]([CH3:37])[CH3:38])[C:39](=[O:40])[OH:41].[CH2:53]([N:54]=[C:55]=[N:56][CH2:57][CH2:58][CH2:59][N:60]([CH3:61])[CH3:62])[CH3:63].[ClH:52].[NH2:1][CH:2]1[C:3](=[O:24])[N:4]([CH2:18][c:19]2[cH:20][s:21][cH:22][cH:23]2)[c:5]2[c:6]([N:12]3[C:13](=[O:17])[CH2:14][CH2:15][CH2:16]3)[cH:7][cH:8][cH:9][c:10]2[CH2:11]1.[OH2:25].[OH:42][n:43]1[c:44]2[cH:45][cH:46][cH:47][cH:48][c:49]2[n:50][n:51]1>>[NH:1]([CH:2]1[C:3](=[O:24])[N:4]([CH2:18][c:19]2[cH:20][s:21][cH:22][cH:23]2)[c:5]2[c:6]([N:12]3[C:13](=[O:17])[CH2:14][CH2:15][CH2:16]3)[cH:7][cH:8][cH:9][c:10]2[CH2:11]1)[C:39]([CH:34]([NH:33][C:31]([O:30][C:26]([CH3:27])([CH3:28])[CH3:29])=[O:32])[CH2:35][CH:36]([CH3:37])[CH3:38])=[O:40]. Starting materials: Cc1cc([N+](=O)[O-])ccc1-n1cccc(CO[Si](c2ccccc2)(c2ccccc2)C(C)(C)C)c1=O, C1CCOC1, [H][H]. Product: Cc1cc(N)ccc1-n1cccc(CO[Si](c2ccccc2)(c2ccccc2)C(C)(C)C)c1=O. As a reaction SMILES: [C:1]([CH3:2])([CH3:3])([CH3:4])[Si:5]([O:6][CH2:7][c:8]1[c:9](=[O:24])[n:10](-[c:14]2[c:15]([CH3:23])[cH:16][c:17]([N+:20]([O-:21])=[O:22])[cH:18][cH:19]2)[cH:11][cH:12][cH:13]1)([c:25]1[cH:26][cH:27][cH:28][cH:29][cH:30]1)[c:31]1[cH:32][cH:33][cH:34][cH:35][cH:36]1.[CH2:39]1[O:40][CH2:41][CH2:42][CH2:43]1.[H:37][H:38]>>[C:1]([CH3:2])([CH3:3])([CH3:4])[Si:5]([O:6][CH2:7][c:8]1[c:9](=[O:24])[n:10](-[c:14]2[c:15]([CH3:23])[cH:16][c:17]([NH2:20])[cH:18][cH:19]2)[cH:11][cH:12][cH:13]1)([c:25]1[cH:26][cH:27][cH:28][cH:29][cH:30]1)[c:31]1[cH:32][cH:33][cH:34][cH:35][cH:36]1. Reactants: OC=1C2=C(N=CN1)C(=CC=N2)C(=O)N (4-hydroxypyrido[3,2-d]pyrimidine-8-carboxamide), Cl.N[C@H](CN(S(=O)(=O)C1=CC=C(C=C1)[N+](=O)[O-])C)C1=CC(=C(C=C1)F)Cl (N—[(S)-2-Amino-2-(3-chloro-4-fluoro-phenyl)-ethyl]-N-methyl-4-nitro-benzenesulfonamide hydrochloride). Product: ClC=1C=C(C=CC1F)[C@@H](CNC)NC=1C2=C(N=CN1)C(=CC=N2)C(=O)N (4-[(S)-1-(3-Chloro-4-fluoro-phenyl)-2-methylamino-ethylamino]-pyrido[3,2-d]pyrimidine-8-carboxylic acid amide). RXN SMILES: O[C:2]1[C:3]2[N:11]=[CH:10][CH:9]=[C:8]([C:12]([NH2:14])=[O:13])[C:4]=2[N:5]=[CH:6][N:7]=1.Cl.[NH2:16][C@@H:17]([C:33]1[CH:38]=[CH:37][C:36]([F:39])=[C:35]([Cl:40])[CH:34]=1)[CH2:18][N:19]([CH3:32])S(C1C=CC([N+]([O-])=O)=CC=1)(=O)=O>>[Cl:40][C:35]1[CH:34]=[C:33]([C@H:17]([NH:16][C:2]2[C:3]3[N:11]=[CH:10][CH:9]=[C:8]([C:12]([NH2:14])=[O:13])[C:4]=3[N:5]=[CH:6][N:7]=2)[CH2:18][NH:19][CH3:32])[CH:38]=[CH:37][C:36]=1[F:39] |f:1.2|. Procedure: Compound 57 was prepared following general synthesis scheme 7 wherein 4-hydroxypyrido[3,2-d]pyrimidine-8-carboxamide (G) was reacted with N—[(S)-2-Amino-2-(3-chloro-4-fluoro-phenyl)-ethyl]-N-methyl-4-nitro-benzenesulfonamide hydrochloride to give the title compound as a white solid. LC/MS [376 (M+H)]; 1H NMR (400 MHz, Acetonitrile-d3) δ 10.31 (s, 1H), 8.93 (d, 1H), 8.46 (dd, 3H), 7.51 (d, 1H), 7.36 (s, 1H), 7.20 (t, 1H), 6.58 (s, 1H), 5.34 (dd, 1H), 3.11 (dd, 1H), 3.00 (dd, 1H), 2.37 (s, 3H). Reaction SMILES: [CH3:1][O:2][C:3]1[CH:8]=[CH:7][C:6]([OH:9])=[CH:5][CH:4]=1.Br[CH2:11][CH:12]([CH3:16])[CH2:13][CH2:14][CH3:15]>CO>[CH3:1][O:2][C:3]1[CH:8]=[CH:7][C:6]([O:9][CH2:11][CH:12]([CH3:16])[CH2:13][CH2:14][CH3:15])=[CH:5][CH:4]=1. Run in CO (methanol), CO (methanol). Isolated yield 26.6%. Procedure: Sodium metal (6.99 g, 304 mmol) was dissolved in dry methanol (120 ml) under Ar to give a 2.5M solution of sodium methoxide. A solution of 4-methoxyphenol (31.4 g, 253 mmol) in dry methanol (150 ml) was added and this mixture was heated to reflux for 30 min. After cooling to room temperature, a solution of 1-bromo-2-methylpentane (46.0 g, 279 mmol) in dry methanol (100 ml) was added. The mixture was then heated to reflux for 16 hours. The solvent was removed in vacuo, the residue dissolved in et... Product: COC1=CC=C(C=C1)OCC(CCC)C (1-methoxy-4-(2'-methylpentyloxy)benzene). The reactants are COC1=CC=C(C=C1)O (4-methoxyphenol), BrCC(CCC)C (1-bromo-2-methylpentane). Reactants: C(CN(CC(=O)O)CC(=O)O)N(CC(=O)O)CC(=O)O (ethylenediaminetetraacetic acid), C(CN(CC(=O)O)CC(=O)O)N(CC(=O)O)CC(=O)O (EDTA), C1(=C(C=CC=C1)N)N (o-phenylenediamine), O=O (oxygen), C1(=C(C=CC=C1)N)N (o-phenylene-diamine), Cl (Hydrochloric acid), C1(=C(C=CC=C1)N)N (o-phenylenediamine). Run in O=C1C(O)=C(O)[C@H](O1)[C@@H](O)CO (ascorbic acid), O (water), O=C1C(O)=C(O)[C@H](O1)[C@@H](O)CO (ascorbic acid). Yields the product Cl.C1(=C(C=CC=C1)N)N (o-phenylenediamine monohydrochloride salt). RXN SMILES: C(N(CC(O)=O)CC(O)=O)CN(CC(O)=O)CC(O)=O.[C:21]1([NH2:28])[CH:26]=[CH:25][CH:24]=[CH:23][C:22]=1[NH2:27].O=O.[ClH:31]>O=C1O[C@H]([C@H](CO)O)C(O)=C1O.O>[ClH:31].[C:21]1([NH2:28])[CH:26]=[CH:25][CH:24]=[CH:23][C:22]=1[NH2:27] |f:6.7|. Procedure: In a preferred embodiment, to a suitable reaction vessel is charged water containing trace amounts of ascorbic acid, an antioxidant, and ethylenediaminetetraacetic acid (EDTA), a metal deactivator. Because o-phenylene-diamine is sensitive to dissolved oxygen in solvents, ascorbic acid which functions as an oxidation inhibitor is added prior to o-phenylenediamine. EDTA, which complexes with metals is also added and prevents metal oxidation of o-phenylenediamine. The system is purged with nitrogen... The reactants are CI (methyl iodide), [Si](C)(C)(C(C)(C)C)O[C@@H]1C[C@H]2CC[C@H]3[C@]4(CC[C@@H]([C@@]4(C)CC[C@@H]3[C@]2(CC1)C)C1=COC=C1)O (3β-tert-butyldimethylsilyloxy-17β-(3-furyl)-5β-androstan-14β-ol), O (water). Run in O1CCCC1 (tetrahydrofuran). Run at temperature 70 celsius. Product: [Si](C)(C)(C(C)(C)C)O[C@@H]1C[C@H]2CC[C@H]3[C@]4(CC[C@@H]([C@@]4(C)CC[C@@H]3[C@]2(CC1)C)C1=COC=C1)OC (3β-tert-butyldimethylsilyloxy-14β-methoxy-17β-(3-furyl)-5β-androstane). Reaction SMILES: [Si:1]([O:8][C@H:9]1[CH2:26][CH2:25][C@@:24]2([CH3:27])[C@H:11]([CH2:12][CH2:13][C@@H:14]3[C@@H:23]2[CH2:22][CH2:21][C@@:19]2([CH3:20])[C@:15]3([OH:33])[CH2:16][CH2:17][C@@H:18]2[C:28]2[CH:32]=[CH:31][O:30][CH:29]=2)[CH2:10]1)([C:4]([CH3:7])([CH3:6])[CH3:5])([CH3:3])[CH3:2].[CH3:34]I.O>O1CCCC1>[Si:1]([O:8][C@H:9]1[CH2:26][CH2:25][C@@:24]2([CH3:27])[C@H:11]([CH2:12][CH2:13][C@@H:14]3[C@@H:23]2[CH2:22][CH2:21][C@@:19]2([CH3:20])[C@:15]3([O:33][CH3:34])[CH2:16][CH2:17][C@@H:18]2[C:28]2[CH:32]=[CH:31][O:30][CH:29]=2)[CH2:10]1)([C:4]([CH3:5])([CH3:6])[CH3:7])([CH3:3])[CH3:2]. Procedure: To a solution of 10 g of 17β-(3-furyl)-5β-androstane-3β,14β-diol (II-a: Ref. comp.) (Minato H. and Nagasaki T., J. Chem. Soc.(C), 1966, 377)in 80 ml of dimethylformamide, 18 g of imidazole and 20.0 g of t-butyldimethylsilyl chloride were added at 0° C. After 12 hrs the mixture was poured into water and extracted with ethyl acetate. The organic layer was dried over sodium sulfate and evaporated to dryness under reduced pressure and 15 g of crude 3β-tert-butyldimethylsilyloxy-17β-(3-furyl)-5β-andr... Reactants: CO, [H][H], COC(=O)c1[nH]ccc1-c1ccc([N+](=O)[O-])cc1. Product: COC(=O)c1[nH]ccc1-c1ccc(N)cc1. RXN SMILES: [CH3:21][OH:22].[H:19][H:20].[N+:1]([O-:2])(=[O:3])[c:4]1[cH:5][cH:6][c:7](-[c:10]2[c:11]([C:15](=[O:16])[O:17][CH3:18])[nH:12][cH:13][cH:14]2)[cH:8][cH:9]1>>[NH2:1][c:4]1[cH:5][cH:6][c:7](-[c:10]2[c:11]([C:15](=[O:16])[O:17][CH3:18])[nH:12][cH:13][cH:14]2)[cH:8][cH:9]1.